From a dataset of the Open Reaction Database (ORD), a public repository of structured organic reaction records. describe an organic reaction: reactants, conditions, products, and yield Starting materials: ClC1=CC=C(S1)C(=O)NC[C@H]1CN(C(O1)=O)C1=CC=C(C=C1)N1C(COCC1)=O (5-chloro-N-({(5S)-2-oxo-3-[4-(3-oxomorpholin-4-yl)phenyl]-1,3-oxazolidin-5-yl}methyl)thiophene-2-carboxamide), NC[C@H]1CN(C(O1)=O)C1=CC=C(C=C1)N1C(COCC1)=O (4-{4-[(5S)-5-(aminomethyl)-2-oxo-1,3-oxazolidin-3-yl]phenyl}morpholin-3-one), O (water), Cl(=O)(=O)(=O)O (perchloric acid). The solvent is C(C)#N (acetonitrile). Yields the product Cl.NCCOCC(=O)N(C(=O)C=1SC(=CC1)Cl)C[C@H]1CN(C(O1)=O)C1=CC=C(C=C1)N1C(COCC1)=O (N-[(2-Aminoethoxy)acetyl]-5-chloro-N-({(5S)-2-oxo-3-[4-(3-oxomorpholin-4-yl)phenyl]-1,3-oxazolidin-5-yl}methyl)thiophene-2-carboxamide hydrochloride). Reaction SMILES: [Cl:1][C:2]1[S:6][C:5]([C:7]([NH:9][CH2:10][C@@H:11]2[O:15][C:14](=[O:16])[N:13]([C:17]3[CH:22]=[CH:21][C:20]([N:23]4[CH2:28][CH2:27][O:26][CH2:25][C:24]4=[O:29])=[CH:19][CH:18]=3)[CH2:12]2)=[O:8])=[CH:4][CH:3]=1.O.Cl(O)(=O)(=O)=O.NC[C@@H]1OC(=O)N(C2C=CC([N:50]3[CH2:55][CH2:54][O:53][CH2:52][C:51]3=[O:56])=CC=2)C1>C(#N)C>[ClH:1].[NH2:50][CH2:55][CH2:54][O:53][CH2:52][C:51]([N:9]([CH2:10][C@@H:11]1[O:15][C:14](=[O:16])[N:13]([C:17]2[CH:18]=[CH:19][C:20]([N:23]3[CH2:28][CH2:27][O:26][CH2:25][C:24]3=[O:29])=[CH:21][CH:22]=2)[CH2:12]1)[C:7]([C:5]1[S:6][C:2]([Cl:1])=[CH:3][CH:4]=1)=[O:8])=[O:56] |f:5.6|. Reported procedure: Agilent 1100 with DAD (G1315A), quat. pump (G1311A), autosampler CTC HTS PAL, degasser (G1322A) and column thermostat (G1316A); column. Zorbax Extend-C18 3.5μ; temperature: 40° C.; eluent A: water+5 ml of perchloric acid/litre, eluent B: acetonitrile; flow rate: 0.7 ml/min; gradient: 0-0.5 min 98% A, 2% B; ramp 0.5-4.5 min 10% A, 90% B; 4.5-6 min 10% A, 90% B; ramp 6.5-6.7 min 98% A, 2% B; 6.7-7.5 min 98% A, 2% B.